This data is from the Open Reaction Database (ORD), a public repository of structured organic reaction records. The task is: describe an organic reaction: reactants, conditions, products, and yield Reactants: C(C)OC(C(C=C)(C(F)(F)F)OCC=C)=O (2-allyloxy-2-trifluoromethyl-but-3-enoic acid ethyl ester). The reagents and catalysts are Cl[Ru]([P](C1CCCCC1)(C2CCCCC2)C3CCCCC3)(=CC4=CC=CC=C4)(Cl)=C5N(C6=C(C)C=C(C)C=C6C)CCN5C7=C(C)C=C(C)C=C7C (Grubbs catalyst 2nd generation). Solvent: C(Cl)Cl (CH2Cl2). Run at time 18 hour. Product: C(C)OC(=O)C1(OCC=C1)C(F)(F)F (2-Trifluoromethyl-2,5-dihydro-furan-2-carboxylic acid ethyl ester). As a reaction SMILES: [CH2:1]([O:3][C:4](=[O:16])[C:5]([O:12][CH2:13][CH:14]=[CH2:15])([C:8]([F:11])([F:10])[F:9])C=C)[CH3:2]>C(Cl)Cl.Cl[Ru](=C1N(C2C(C)=CC(C)=CC=2C)CCN1C1C(C)=CC(C)=CC=1C)(Cl)(=CC1C=CC=CC=1)[P](C1CCCCC1)(C1CCCCC1)C1CCCCC1>[CH2:1]([O:3][C:4]([C:5]1([C:8]([F:9])([F:10])[F:11])[CH:15]=[CH:14][CH2:13][O:12]1)=[O:16])[CH3:2] |^1:52|. Procedure details: To a solution of 2-allyloxy-2-trifluoromethyl-but-3-enoic acid ethyl ester (2.15 g, see above) in CH2Cl2 (100 mL) at room temperature was added Grubbs catalyst 2nd generation (Aldrich) (67 mg). The resulting mixture was stirred for 18 h at room temperature. The reaction mixture was then filtered through a plug of Celite® and silica gel, rinsed with EtOAc and then concentrated to yield the title compound as a yellow oil. The reactants are [Al+3], CCO, CCCCCC, [Cl-], [Cl-], [Cl-], CC(C)CC(C(=O)O)N1C(=O)c2ccccc2C1=O, O=S(Cl)Cl, c1ccccc1. The product is CC(C)CC(C(=O)c1ccccc1)N1C(=O)c2ccccc2C1=O. Reaction SMILES: [Al+3:31].[CH3:34][CH2:35][OH:36].[CH3:37][CH2:38][CH2:39][CH2:40][CH2:41][CH3:42].[Cl-:30].[Cl-:32].[Cl-:33].[O:5]=[C:6]1[N:7]([CH:16]([C:17](=[O:18])[OH:19])[CH2:20][CH:21]([CH3:22])[CH3:23])[C:8](=[O:15])[c:9]2[cH:10][cH:11][cH:12][cH:13][c:14]21.[S:1]([Cl:2])([Cl:3])=[O:4].[cH:24]1[cH:25][cH:26][cH:27][cH:28][cH:29]1>>[O:5]=[C:6]1[N:7]([CH:16]([C:17](=[O:19])[c:24]2[cH:25][cH:26][cH:27][cH:28][cH:29]2)[CH2:20][CH:21]([CH3:22])[CH3:23])[C:8](=[O:15])[c:9]2[cH:10][cH:11][cH:12][cH:13][c:14]21.